This data is from the Open Reaction Database (ORD), a public repository of structured organic reaction records. The task is: describe an organic reaction: reactants, conditions, products, and yield Starting materials: COC(C1=CC(=CC(=C1)O)O)=O (3,5-dihydroxybenzoic acid methyl ester), C(C1=CC=CC=C1)Br (benzyl bromide), C([O-])([O-])=O.[K+].[K+] (potassium carbonate). Run in CN(C)C=O (DMF). The product is COC(C1=CC(=CC(=C1)OCC1=CC=CC=C1)OCC1=CC=CC=C1)=O (3,5-bis(phenylmethoxy)benzoic acid methyl ester). Isolated yield 160.4%. RXN SMILES: [CH3:1][O:2][C:3](=[O:12])[C:4]1[CH:9]=[C:8]([OH:10])[CH:7]=[C:6]([OH:11])[CH:5]=1.[CH2:13](Br)[C:14]1[CH:19]=[CH:18][CH:17]=[CH:16][CH:15]=1.C(=O)([O-])[O-].[K+].[K+]>CN(C=O)C>[CH3:1][O:2][C:3](=[O:12])[C:4]1[CH:5]=[C:6]([O:11][CH2:13][C:14]2[CH:19]=[CH:18][CH:17]=[CH:16][CH:15]=2)[CH:7]=[C:8]([O:10][CH2:3][C:4]2[CH:9]=[CH:8][CH:7]=[CH:6][CH:5]=2)[CH:9]=1 |f:2.3.4|. Procedure: A mixture of 25.0 g (0.15 mol) of 3,5-dihydroxybenzoic acid methyl ester, 44 ml (0.37 mol) of benzyl bromide and 82 g (0.60 mol) of potassium carbonate in 300 ml of DMF was stirred and heated at 85° under argon for 45 hours. The cooled reaction mixture was filtered and the filtrate was concentrated at reduced pressure. The residue was treated with methylene chloride and the extract was filtered again to remove salts. Crystallization from methylene chloride-methanol gave 41.9 g (81% yield, mp 64°... Starting materials: [Mg] (Magnesium), C[C@]1(C=2C=CC=C(C2C(=O)C3=C([C@]4([C@@H]([C@H]([C@@H]31)O)[C@@H](C(=C(C4=O)C(=O)N)O)N(C)C)O)O)O)O (oxytetracycline). Yields the product [Mg].C[C@]1(C=2C=CC=C(C2C(=O)C3=C([C@]4([C@@H]([C@H]([C@@H]31)O)[C@@H](C(=C(C4=O)C(=O)N)O)N(C)C)O)O)O)O (magnesium oxytetracycline). Reaction SMILES: [Mg:1].[CH3:2][C@:3]1([OH:34])[C@@H:17]2[C:12](=[C:13]([OH:32])[C@:14]3([OH:31])[C:22](=[O:23])[C:21]([C:24]([NH2:26])=[O:25])=[C:20]([OH:27])[C@@H:19]([N:28]([CH3:30])[CH3:29])[C@@H:15]3[C@H:16]2[OH:18])[C:10](=[O:11])[C:9]2[C:8]([OH:33])=[CH:7][CH:6]=[CH:5][C:4]1=2>>[Mg:1].[CH3:2][C@:3]1([OH:34])[C@@H:17]2[C:12](=[C:13]([OH:32])[C@:14]3([OH:31])[C:22](=[O:23])[C:21]([C:24]([NH2:26])=[O:25])=[C:20]([OH:27])[C@@H:19]([N:28]([CH3:30])[CH3:29])[C@@H:15]3[C@H:16]2[OH:18])[C:10](=[O:11])[C:9]2[C:8]([OH:33])=[CH:7][CH:6]=[CH:5][C:4]1=2 |f:2.3|. Procedure: Magnesium ions combine with oxytetracycline in solution to form magnesium-oxytetracycline chelates. Magnesium oxide is a convenient and preferred source of magnesium ions, but other magnesium compounds useful for the purpose of this invention include magnesium chloride, magnesium acetate, magnesium sulfate, magnesium ascorbate, magnesium lactate and magnesium gluconate. The molar ratio of magnesium to oxytetracycline in these compositions is about from 0.8 to 1.3 mole of oxytetracycline. This ra...